Dataset: the Open Reaction Database (ORD), a public repository of structured organic reaction records. Task: describe an organic reaction: reactants, conditions, products, and yield Starting materials: C(C)(=O)OCC (ethyl acetate), C(C)(C)O (isopropanol), CC=1CC(OCC1)(C(=O)OCC)C(=O)OCC ((±)-diethyl 3,6-dihydro-4-methyl-2H-pyran-2,2-dicarboxylate), [H-].[Al+3].[Li+].[H-].[H-].[H-] (lithium aluminum hydride). The solvent is O (water), O1CCCC1 (tetrahydrofuran), O1CCCC1 (tetrahydrofuran). Run at time 2 hour. Product: CC=1CC(OCC1)(CO)CO ((±)-3,6-dihydro-4-methyl-2H-pyran-2,2-dimethanol). Reaction SMILES: [H-].[Al+3].[Li+].[H-].[H-].[H-].[CH3:7][C:8]1[CH2:9][C:10]([C:19](OCC)=[O:20])([C:14](OCC)=[O:15])[O:11][CH2:12][CH:13]=1.C(OCC)(=O)C.C(O)(C)C>O1CCCC1.O>[CH3:7][C:8]1[CH2:9][C:10]([CH2:19][OH:20])([CH2:14][OH:15])[O:11][CH2:12][CH:13]=1 |f:0.1.2.3.4.5|. Reported procedure: To 200 ml tetrahydrofuran at 0° C. was added 4.0 g (0.015 mol) lithium aluminum hydride portionwise. A solution of 12.5 g (0.052 mol) of (±)-diethyl 3,6-dihydro-4-methyl-2H-pyran-2,2-dicarboxylate in 60 ml tetrahydrofuran was added dropwise over 30 minutes. The reaction mixture was warmed to ambient temperature. After 2 hours, the reaction was cooled to 0° C. and successively treated with 30 ml ethyl acetate, 30 ml isopropanol, 30 ml water dropwise keeping the temperature under 10° C. The reacti... The reactants are CCOC(=O)/N=N/C(=O)OCC (diethylazodicarboxylate), ClC=1C=CC(=C(CN2C(C3=CC=CC=C3C2=O)=O)C1)O (2-[5-chloro-2-hydroxy benzyl]isoindole-1,3-dione), OCC1=CC(=NO1)C (5-hydroxymethyl-3-methyl-isoxazole), C1(=CC=CC=C1)P(C1=CC=CC=C1)C1=CC=CC=C1 (triphenylphosphine). Solvent: C1CCOC1 (THF). Run at time 15 hour. The product is ClC=1C=CC(=C(CN2C(C3=CC=CC=C3C2=O)=O)C1)OCC1=CC(=NO1)C (2-[5-Chloro-2-(3-methylisoxazol-5-ylmethoxy)benzyl]isoindole-1,3-dione). Isolated yield 52.2%. Reaction SMILES: [Cl:1][C:2]1[CH:3]=[CH:4][C:5]([OH:20])=[C:6]([CH:19]=1)[CH2:7][N:8]1[C:16](=[O:17])[C:15]2[C:10](=[CH:11][CH:12]=[CH:13][CH:14]=2)[C:9]1=[O:18].O[CH2:22][C:23]1[O:27][N:26]=[C:25]([CH3:28])[CH:24]=1.C1(P(C2C=CC=CC=2)C2C=CC=CC=2)C=CC=CC=1.CCOC(/N=N/C(OCC)=O)=O>C1COCC1>[Cl:1][C:2]1[CH:3]=[CH:4][C:5]([O:20][CH2:22][C:23]2[O:27][N:26]=[C:25]([CH3:28])[CH:24]=2)=[C:6]([CH:19]=1)[CH2:7][N:8]1[C:9](=[O:18])[C:10]2[C:15](=[CH:14][CH:13]=[CH:12][CH:11]=2)[C:16]1=[O:17]. Procedure: To a mixture of 2-[5-chloro-2-hydroxy benzyl]isoindole-1,3-dione (800 mg, 2.78 mmol), 5-hydroxymethyl-3-methyl-isoxazole (373 mg, 3.3 mmol), and triphenylphosphine (1.0 g, 4.2 mmol) in anhydrous THF (10 mL) was added diethylazodicarboxylate (0.657 mL, 4.7 mmol). The solution was stirred for 15 h at room temperature under anhydrous conditions. The solvent was then removed by rotary evaporation and the product was preadsorbed onto silica gel and purified by flash chromatography to afford the title... The reactants are BrC1=CC=C2NC(C(N(C2=C1CCl)C)=O)(C)C (7-bromo-8-chloromethyl-1,3,3-trimethyl-3,4-dihydro-1H-quinoxalin-2-one), FC=1C=CC(=C(C1)O)C (5-fluoro-2-methylphenol), C([O-])([O-])=O.[K+].[K+] (potassium carbonate), C(C)(=O)OCC (ethyl acetate). Run in O (water), CN(C=O)C (N,N-dimethylformamide). Reaction conditions: temperature 80 celsius, time 8 hour. Product: BrC1=CC=C2NC(C(N(C2=C1COC1=C(C=CC(=C1)F)C)C)=O)(C)C (7-Bromo-8-(5-fluoro-2-methylphenoxymethyl)-1,3,3-trimethyl-3,4-dihydro-1H-quinoxalin-2-one). Yield: 92.1%. As a reaction SMILES: [Br:1][C:2]1[C:11]([CH2:12]Cl)=[C:10]2[C:5]([NH:6][C:7]([CH3:17])([CH3:16])[C:8](=[O:15])[N:9]2[CH3:14])=[CH:4][CH:3]=1.[F:18][C:19]1[CH:20]=[CH:21][C:22]([CH3:26])=[C:23]([OH:25])[CH:24]=1.C(=O)([O-])[O-].[K+].[K+].C(OCC)(=O)C>CN(C)C=O.O>[Br:1][C:2]1[C:11]([CH2:12][O:25][C:23]2[CH:24]=[C:19]([F:18])[CH:20]=[CH:21][C:22]=2[CH3:26])=[C:10]2[C:5]([NH:6][C:7]([CH3:17])([CH3:16])[C:8](=[O:15])[N:9]2[CH3:14])=[CH:4][CH:3]=1 |f:2.3.4|. Reported procedure: A mixture of 7-bromo-8-chloromethyl-1,3,3-trimethyl-3,4-dihydro-1H-quinoxalin-2-one (Reference Compound No. 7, 801 mg, 2.52 mmol), 5-fluoro-2-methylphenol (330 μL, 3.02 mmol), and potassium carbonate (524 mg, 3.79 mmol) was suspended in anhydrous N,N-dimethylformamide (10 mL) and stirred at 80° C. overnight. After cooling down, ethyl acetate (80 mL) and water (50 mL) were added to the reaction mixture and partitioned. The organic layer was washed with saturated brine (50 mL), dried over anhydrou...